From a dataset of the Open Reaction Database (ORD), a public repository of structured organic reaction records. describe an organic reaction: reactants, conditions, products, and yield The reactants are compound 211, BrC=1C=CC(=C(C1)NC(CCC(=O)O)=O)NC1=CC(=C(C=C1)C(C1=C(C=CC=C1)C)=O)Cl (N-(5-bromo-2-{[3-chloro-4-(2-methylbenzoyl)phenyl]amino}phenyl)-succinamic acid), NCC(CO)O (3-amino-1,2-propane-diol). Product: BrC=1C=CC(=C(C1)NC(CCC(=O)NCC(CO)O)=O)NC1=CC(=C(C=C1)C(C1=C(C=CC=C1)C)=O)Cl (N-(5-Bromo-2-{[3-chloro-4-(2-methylbenzoyl)phenyl]amino}phenyl)-N′-(2,3-dihydroxyproyl)succinamide). As a reaction SMILES: [Br:1][C:2]1[CH:3]=[CH:4][C:5]([NH:16][C:17]2[CH:22]=[CH:21][C:20]([C:23](=[O:31])[C:24]3[CH:29]=[CH:28][CH:27]=[CH:26][C:25]=3[CH3:30])=[C:19]([Cl:32])[CH:18]=2)=[C:6]([NH:8][C:9](=[O:15])[CH2:10][CH2:11][C:12]([OH:14])=O)[CH:7]=1.[NH2:33][CH2:34][CH:35]([OH:38])[CH2:36][OH:37]>>[Br:1][C:2]1[CH:3]=[CH:4][C:5]([NH:16][C:17]2[CH:22]=[CH:21][C:20]([C:23](=[O:31])[C:24]3[CH:29]=[CH:28][CH:27]=[CH:26][C:25]=3[CH3:30])=[C:19]([Cl:32])[CH:18]=2)=[C:6]([NH:8][C:9](=[O:15])[CH2:10][CH2:11][C:12]([NH:33][CH2:34][CH:35]([OH:38])[CH2:36][OH:37])=[O:14])[CH:7]=1. Procedure: The reaction and work up was conducted as described in the preparation of compound 211. Starting compounds were N-(5-bromo-2-{[3-chloro-4-(2-methylbenzoyl)phenyl]amino}phenyl)-succinamic acid (600 mg, 1.16 mmol) (prepared as described in WO 01/05746) and 3-amino-1,2-propane-diol (117 mg, 1.28 mmol). The crude product was purified by flash chromatography using EtOAc followed by EtOAC/MeOH 95:5 as the eluent to afford the title compound as a solid. Starting materials: CC(=O)O, O=[N+]([O-])c1ccc(-c2nc(-c3ccccc3)c(C(F)(F)F)o2)cc1, [Zn]. Yields the product Nc1ccc(-c2nc(-c3ccccc3)c(C(F)(F)F)o2)cc1. As a reaction SMILES: [CH3:25][C:26](=[O:27])[OH:28].[N+:1]([O-:2])(=[O:3])[c:4]1[cH:5][cH:6][c:7](-[c:10]2[o:11][c:12]([C:21]([F:22])([F:23])[F:24])[c:13](-[c:15]3[cH:16][cH:17][cH:18][cH:19][cH:20]3)[n:14]2)[cH:8][cH:9]1.[Zn:29]>>[NH2:1][c:4]1[cH:5][cH:6][c:7](-[c:10]2[o:11][c:12]([C:21]([F:22])([F:23])[F:24])[c:13](-[c:15]3[cH:16][cH:17][cH:18][cH:19][cH:20]3)[n:14]2)[cH:8][cH:9]1. Starting materials: Cc1ccc(S(=O)(=O)Oc2ccc(S(=O)(=O)c3c(-c4ccccc4)noc3C(C)C)cc2)cc1, CC(C)O, Cl, [Na+], [OH-], O. Yields the product CC(C)c1onc(-c2ccccc2)c1S(=O)(=O)c1ccc(O)cc1. RXN SMILES: [CH:1]([CH3:2])([CH3:3])[c:4]1[c:5]([S:15](=[O:16])(=[O:17])[c:18]2[cH:19][cH:20][c:21]([O:24][S:25]([c:26]3[cH:27][cH:28][c:29]([CH3:30])[cH:31][cH:32]3)(=[O:33])=[O:34])[cH:22][cH:23]2)[c:6](-[c:9]2[cH:10][cH:11][cH:12][cH:13][cH:14]2)[n:7][o:8]1.[CH:38]([OH:39])([CH3:40])[CH3:41].[ClH:37].[Na+:36].[OH-:35].[OH2:42]>>[CH:1]([CH3:2])([CH3:3])[c:4]1[c:5]([S:15](=[O:16])(=[O:17])[c:18]2[cH:19][cH:20][c:21]([OH:24])[cH:22][cH:23]2)[c:6](-[c:9]2[cH:10][cH:11][cH:12][cH:13][cH:14]2)[n:7][o:8]1. The reactants are O=C([O-])O, CCCCS(=O)(=O)Cl, CCCCCCC, [K+], CCCCCCCCCCCCC(Oc1ccc(N)cc1)C(=O)OC, O. The product is CCCCCCCCCCCCC(Oc1ccc(NS(=O)(=O)CCCC)cc1)C(=O)OC. RXN SMILES: [C:33](=[O:34])([OH:35])[O-:36].[CH2:38]([CH2:39][CH2:40][CH3:41])[S:42](=[O:43])(=[O:44])[Cl:45].[CH3:26][CH2:27][CH2:28][CH2:29][CH2:30][CH2:31][CH3:32].[K+:37].[NH2:1][c:2]1[cH:3][cH:4][c:5]([O:6][CH:7]([C:8](=[O:9])[O:10][CH3:11])[CH2:12][CH2:13][CH2:14][CH2:15][CH2:16][CH2:17][CH2:18][CH2:19][CH2:20][CH2:21][CH2:22][CH3:23])[cH:24][cH:25]1.[OH2:46]>>[NH:1]([c:2]1[cH:3][cH:4][c:5]([O:6][CH:7]([C:8](=[O:9])[O:10][CH3:11])[CH2:12][CH2:13][CH2:14][CH2:15][CH2:16][CH2:17][CH2:18][CH2:19][CH2:20][CH2:21][CH2:22][CH3:23])[cH:24][cH:25]1)[S:42]([CH2:38][CH2:39][CH2:40][CH3:41])(=[O:43])=[O:44]. Reactants: FC=1C=C(C(=O)N(C)C=2C=NC=CC2C2=C(C=C(C=C2)F)OC)C=C(C1)C(F)(F)F (3-Fluoro-N-[4-(4-fluoro-2-methoxy-phenyl)-pyridin-3-yl]-N-methyl-5-trifluoromethyl-benzamide), BrC=1C=C(C(=O)O)C=C(C1)OC(F)(F)F (3-bromo-5-(trifluoromethoxy)benzoic acid). Product: BrC=1C=C(C(=O)N(C)C=2C=NC=CC2C2=C(C=C(C=C2)F)OC)C=C(C1)OC(F)(F)F (3-Bromo-N-[4-(4-fluoro-2-methoxy-phenyl)-pyridin-3-yl]-N-methyl-5-trifluoromethoxy-benzamide). Reaction SMILES: FC1C=C(C=C(C(F)(F)F)C=1)[C:5]([N:7]([C:9]1[CH:10]=[N:11][CH:12]=[CH:13][C:14]=1[C:15]1[CH:20]=[CH:19][C:18]([F:21])=[CH:17][C:16]=1[O:22][CH3:23])C)=O.[Br:31][C:32]1[CH:33]=[C:34]([CH:38]=[C:39]([O:41][C:42]([F:45])([F:44])[F:43])[CH:40]=1)[C:35]([OH:37])=O>>[Br:31][C:32]1[CH:33]=[C:34]([CH:38]=[C:39]([O:41][C:42]([F:45])([F:44])[F:43])[CH:40]=1)[C:35]([N:7]([C:9]1[CH:10]=[N:11][CH:12]=[CH:13][C:14]=1[C:15]1[CH:20]=[CH:19][C:18]([F:21])=[CH:17][C:16]=1[O:22][CH3:23])[CH3:5])=[O:37]. Procedure: The title compound was prepared in analogy to example 90, from 4-(4-fluoro-2-methoxyphenyl)-N-methylpyridin-3-amine (example 129, intermediate) and 3-bromo-5-(trifluoromethoxy)benzoic acid (CAS RN 453565-90-7) after a reaction time of 16 hours. The compound was purified by silica gel chromatography on a 10 g column using an MPLC (ISCO) system eluting with a gradient of n-heptane:EtOAc (100:0 to 0:100). Colorless solid (60%). MS (ESI): m/z=501.03 [M+H]+. The reactants are Cc1cc(N)ncc1[N+](=O)[O-], O=N[O-], [Na+], [Na+], [OH-], O, O=S(=O)(O)O. Product: Cc1cc(O)ncc1[N+](=O)[O-]. Reaction SMILES: [CH3:1][c:2]1[cH:3][c:4]([NH2:11])[n:5][cH:6][c:7]1[N+:8](=[O:9])[O-:10].[N:12](=[O:13])[O-:14].[Na+:15].[Na+:17].[OH-:16].[OH2:23].[S:18](=[O:19])(=[O:20])([OH:21])[OH:22]>>[CH3:1][c:2]1[cH:3][c:4]([OH:13])[n:5][cH:6][c:7]1[N+:8](=[O:9])[O-:10]. Reaction conditions: time 2 day. Solvent: C(C)(=O)O (acetic acid), ice water. Procedure: Compound 20e (30 mg) was dissolved in 2 ml of 80% acetic acid and stirred for 2 days at RT. The mixture was diluted with ice-water and neutralized by addition of conc. NH4OH. The product was extracted with ethyl acetate. The organic extract was washed with water, dried and concentrated, and the remainder purified by chromatography over silica gel, (using a gradient of heptane/acetone as eluent), to provide 12 mg of 20f. Yields the product C(C)(C)(C)N1C(C2=C(C(=C3N2CCC=2C=C(C(=CC32)N3N=NC(=C3)C[C@@H](CO)O)OC)C=3SC=CC3)CCCC1)=O ((S)-9-tert-butyl-14-(thien-2-yl)-2-(4-(2,3-dihydroxypropyl)-1H-1,2,3-triazol-1-yl)-3-methoxy-5,6,10,11,12,13-hexahydroazocino[4′,3′:4,5]pyrrolo[2,1-a]isoquinolin-8(9H)-one). Reaction SMILES: [C:1]([N:5]1[CH2:43][CH2:42][CH2:41][CH2:40][C:8]2[C:9]([C:35]3[S:36][CH:37]=[CH:38][CH:39]=3)=[C:10]3[C:19]4[CH:18]=[C:17]([N:20]5[CH:24]=[C:23]([CH2:25][C@H:26]6[CH2:30][O:29]C(C)(C)[O:27]6)[N:22]=[N:21]5)[C:16]([O:33][CH3:34])=[CH:15][C:14]=4[CH2:13][CH2:12][N:11]3[C:7]=2[C:6]1=[O:44])([CH3:4])([CH3:3])[CH3:2].[NH4+].[OH-]>C(O)(=O)C>[C:1]([N:5]1[CH2:43][CH2:42][CH2:41][CH2:40][C:8]2[C:9]([C:35]3[S:36][CH:37]=[CH:38][CH:39]=3)=[C:10]3[C:19]4[CH:18]=[C:17]([N:20]5[CH:24]=[C:23]([CH2:25][C@H:26]([OH:27])[CH2:30][OH:29])[N:22]=[N:21]5)[C:16]([O:33][CH3:34])=[CH:15][C:14]=4[CH2:13][CH2:12][N:11]3[C:7]=2[C:6]1=[O:44])([CH3:4])([CH3:2])[CH3:3] |f:1.2|. The yield is 42.8%. Starting materials: C(C)(C)(C)N1C(C2=C(C(=C3N2CCC=2C=C(C(=CC32)N3N=NC(=C3)C[C@@H]3OC(OC3)(C)C)OC)C=3SC=CC3)CCCC1)=O ((S)-9-tert-butyl-14-(thien-2-yl)-2-(4-((2,2-dimethyl-1,3-dioxolan-4-yl)methyl)-1H-1,2,3-triazol-1-yl)-3-methoxy-5,6,10,11,12,13-hexahydroazocino[4′,3′:4,5]pyrrolo[2,1-a]isoquinolin-8(9H)-one), [NH4+].[OH-] (NH4OH). The reactants are [H][H] (hydrogen), BrC1=C(C(=C(C(=C1)Cl)NS(=O)(=O)C1=NNC(=N1)NC=O)Cl)C (N-(3-(((4-bromo-2,6-dichloro-3-methylphenyl)amino)sulfonyl)-1H-1,2,4-triazol-5-yl)formamide). Run in C(C)O (ethanol). The product is ClC1=C(C(=CC=C1C)Cl)NS(=O)(=O)C1=NNC(=N1)N (N-(3-(((2,6-dichloro-3-methylphenyl)amino)sulfonyl)-1H-1,2,4-triazol-5-yl)amine). As a reaction SMILES: [H][H].Br[C:4]1[CH:9]=[C:8]([Cl:10])[C:7]([NH:11][S:12]([C:15]2[N:19]=[C:18]([NH:20]C=O)[NH:17][N:16]=2)(=[O:14])=[O:13])=[C:6]([Cl:23])[C:5]=1[CH3:24]>C(O)C>[Cl:23][C:6]1[C:5]([CH3:24])=[CH:4][CH:9]=[C:8]([Cl:10])[C:7]=1[NH:11][S:12]([C:15]1[N:19]=[C:18]([NH2:20])[NH:17][N:16]=1)(=[O:14])=[O:13]. Procedure details: A 3-necked flask equipped with a thermometer, reflux condenser with a nitrogen outlet, a sparge tube to introduce hydrogen and a spinbar was charged with the product of Example 11 (2 g, 4.66 mmol) and 100 mL of 95% ethanol. The mixture was stirred rapidly and purged with nitrogen and 150 mg of 10% Pd/C was added. Hydrogen gas was bubbled through the mixture while heating to reflux. After three hr of reflux the reaction was essentially complete. The mixture was purged with nitrogen and filtered. ... Starting materials: C(C)(C)C1=NC(=C(C(=C1CO)C1=CC=CC=C1)C=CCC)C(C)C (2,6Diisopropyl-3-hydroxymethyl4-phenyl-5-(1-butenyl)pyridine). The solvent is C(C)(=O)OCC.CCCCCC (ethyl acetate hexane). Product: C(C)(C)C1=NC(=C(C(=C1CO)C1=CC=CC=C1)CCCC)C(C)C (2,6-Diisopropyl-3-hydroxymethyl-4-phenyl-5-butylpyridine). Reaction SMILES: [CH:1]([C:4]1[C:9]([CH2:10][OH:11])=[C:8]([C:12]2[CH:17]=[CH:16][CH:15]=[CH:14][CH:13]=2)[C:7]([CH:18]=[CH:19][CH2:20][CH3:21])=[C:6]([CH:22]([CH3:24])[CH3:23])[N:5]=1)([CH3:3])[CH3:2]>C(OCC)(=O)C.CCCCCC>[CH:1]([C:4]1[C:9]([CH2:10][OH:11])=[C:8]([C:12]2[CH:17]=[CH:16][CH:15]=[CH:14][CH:13]=2)[C:7]([CH2:18][CH2:19][CH2:20][CH3:21])=[C:6]([CH:22]([CH3:23])[CH3:24])[N:5]=1)([CH3:3])[CH3:2] |f:1.2|. Procedure: The title compound was prepared from 2,6-diisopropyl-3-hydroxymethyl-4-phenyl-5-(1-butenyl)pyridine (Example 13) according to the procedure described in Example 1, Step H. 1H NMR (300 MHz, CDCl3): δ7.41 (m, 3 H), 7.17 (m, 2 H), 4.33 (s, 2 H), (sept, J=6.6 Hz, 1 H), 3.24 (sept, J=6.6 Hz, 1 H), 2.28 (m, 2 H), 1.33 (d, J=6.6 Hz, 6 H), 1.31 (d, J=6.6 Hz, 6 H), 1.28 (m, 2 H), 1.14 (m, 3 H), 0.71 (t, J=7 Hz, 3 H). FAB-MS: calculated for (C22H31NO) 325, found 326 (M+H). Anal. Calcd for C22H31NO: C, 81....